Dataset: the Open Reaction Database (ORD), a public repository of structured organic reaction records. Task: describe an organic reaction: reactants, conditions, products, and yield Starting materials: CCOC(=O)/N=N/C(=O)OCC (DEAD), R-2-octanol, C(C1=CC=CC=C1)OC1=C(C=C(C=C1)O)[N+](=O)[O-] (4-(Benzyloxy)-3-nitrophenol), C[C@@H](CCCCCC)OC1=C(C=C(C=C1)C1=C(C(=O)[O-])C=CC=C1)[N+](=O)[O-] ((S)-4-(1-Methylheptyloxy)-3-nitro-phenylbenzoate). Product: C[C@@H](CCCCCC)OC1=CC(=C(C=C1)OCC1=CC=CC=C1)[N+](=O)[O-] ((S)-4-(1-Methylheptyloxy)-2-(nitro)-1-(benzyloxy)-benzene). Yield: 76.0%. As a reaction SMILES: CCOC(/N=N/C(OCC)=O)=O.[CH2:13]([O:20][C:21]1[CH:26]=[CH:25][C:24]([OH:27])=[CH:23][C:22]=1[N+:28]([O-:30])=[O:29])[C:14]1[CH:19]=[CH:18][CH:17]=[CH:16][CH:15]=1.[CH3:31][C@H:32](OC1C=CC(C2C=CC=CC=2C([O-])=O)=CC=1[N+]([O-])=O)[CH2:33][CH2:34][CH2:35][CH2:36][CH2:37][CH3:38]>>[CH3:31][C@H:32]([O:27][C:24]1[CH:25]=[CH:26][C:21]([O:20][CH2:13][C:14]2[CH:15]=[CH:16][CH:17]=[CH:18][CH:19]=2)=[C:22]([N+:28]([O-:30])=[O:29])[CH:23]=1)[CH2:33][CH2:34][CH2:35][CH2:36][CH2:37][CH3:38]. Reported procedure: DEAD (777 mg, 4.46 mmol), TPP (1.171 g, 4.46 mmol), R-2-octanol (511 mg, 3.93 mmol), and compound 54 (875 mg, 3.57 mmol) were reacted according to the procedure for compound 32a. The crude product was purified via flash chromatography over silica gel with gradual elutions from 95/5-80/20 (Hex/EtOAc). Evaporation of solvent yielded 972 mg (76%) of a light yellow oil. Starting materials: BrC1=CN=C(C=2N1C=C(N2)C=O)N2CCOCC2 (5-Bromo-8-morpholinoimidazo[1,2-a]pyrazine-2-carbaldehyde), C(C)(C)(C)OC(=O)C1=CC=C(C=C1)B1OC(C)(C)C(C)(C)O1 (4-(tert-butoxycarbonyl)phenylboronic acid pinacol ester), C(=O)([O-])[O-].[Na+].[Na+] (Na2CO3). Reagents/catalysts: C1=CC=C(C=C1)P([C-]2C=CC=C2)C3=CC=CC=C3.C1=CC=C(C=C1)P([C-]2C=CC=C2)C3=CC=CC=C3.Cl[Pd]Cl.[Fe+2] (PdCl2(dppf)). Solvent: O1CCOCC1 (dioxane). Reaction conditions: temperature 80 celsius. Product: C(=O)C=1N=C2N(C(=CN=C2N2CCOCC2)C2=CC=C(C(=O)OC(C)(C)C)C=C2)C1 (tert-Butyl 4-(2-formyl-8-morpholinoimidazo[1,2-a]pyrazin-5-yl)benzoate). RXN SMILES: Br[C:2]1[N:7]2[CH:8]=[C:9]([CH:11]=[O:12])[N:10]=[C:6]2[C:5]([N:13]2[CH2:18][CH2:17][O:16][CH2:15][CH2:14]2)=[N:4][CH:3]=1.[C:19]([O:23][C:24]([C:26]1[CH:31]=[CH:30][C:29](B2OC(C)(C)C(C)(C)O2)=[CH:28][CH:27]=1)=[O:25])([CH3:22])([CH3:21])[CH3:20].C([O-])([O-])=O.[Na+].[Na+]>O1CCOCC1.C1C=CC(P(C2C=CC=CC=2)[C-]2C=CC=C2)=CC=1.C1C=CC(P(C2C=CC=CC=2)[C-]2C=CC=C2)=CC=1.Cl[Pd]Cl.[Fe+2]>[CH:11]([C:9]1[N:10]=[C:6]2[C:5]([N:13]3[CH2:18][CH2:17][O:16][CH2:15][CH2:14]3)=[N:4][CH:3]=[C:2]([C:29]3[CH:30]=[CH:31][C:26]([C:24]([O:23][C:19]([CH3:20])([CH3:21])[CH3:22])=[O:25])=[CH:27][CH:28]=3)[N:7]2[CH:8]=1)=[O:12] |f:2.3.4,6.7.8.9|. Procedure details: A mixture of compound 2a (1.0 g, 3.2 mmol), 4-(tert-butoxycarbonyl)phenylboronic acid pinacol ester (1.2 g, 3.9 mmol), PdCl2(dppf) (260 mg, 0.30 mmol), 2M Na2CO3 (8.0 mL, 16 mmol) in dioxane (10 mL) was heated to 80° C. for 2 h. The reaction was cooled, filtered through a diatomaceous earth-filled cartridge (2.5 g), and the filter cake was rinsed with EtOAc. The combined filtrates were concentrated under reduced pressure. The residue was diluted with DCM and extracted with water, brine, then dri... Reactants: ClC1=NC=CC=N1 (2-chloropyrimidine), ClC1=C(CC#N)C=CC=C1 (2-chlorobenzyl cyanide), C([O-])([O-])=O.[K+].[K+] (potassium carbonate), ClC1=C(CC#N)C=CC=C1 (2-chlorobenzyl cyanide), resultant mixture. The solvent is CN(C=O)C (dimethylformamide), O (water), CN(C=O)C (dimethylformamide). Conditions: temperature 100 celsius, time 30 minute. The product is ClC1=C(C=CC=C1)C(C#N)C1=NC=CC=N1 (2-Chlorophenyl-(2-pyrimidinyl)acetonitrile). The yield is 70.4%. RXN SMILES: [Cl:1][C:2]1[CH:10]=[CH:9][CH:8]=[CH:7][C:3]=1[CH2:4][C:5]#[N:6].C(=O)([O-])[O-].[K+].[K+].Cl[C:18]1[N:23]=[CH:22][CH:21]=[CH:20][N:19]=1>CN(C)C=O.O>[Cl:1][C:2]1[CH:10]=[CH:9][CH:8]=[CH:7][C:3]=1[CH:4]([C:18]1[N:23]=[CH:22][CH:21]=[CH:20][N:19]=1)[C:5]#[N:6] |f:1.2.3|. Procedure: A mixture of 2-chlorobenzyl cyanide (4.50 g, 0.297 mol), potassium carbonate (6.84 g, 0.0495 mol) and dimethylformamide is stirred 30 minutes at 100° C. and treated dropwise with a solution of 2-chloropyrimidine (2.30 g, 0.0201 mol) in dimethylformamide. The resultant mixture is stirred overnight at 100° C. and treated with additional 2-chlorobenzyl cyanide (1.54 g, 0.0102 mol). The mixture is stirred several more hours at 100° C., cooled and diluted with water. The mixture is extracted three ti... Reactants: CCOC(=O)COCCOC(C)N=[N+]=[N-], CCO, [Na+], [OH-]. Yields the product CC(N=[N+]=[N-])OCCOCC(=O)O. Reaction SMILES: [CH2:1]([CH3:2])[O:3][C:4]([CH2:5][O:6][CH2:7][CH2:8][O:9][CH:10]([CH3:11])[N:12]=[N+:13]=[N-:14])=[O:15].[CH3:18][CH2:19][OH:20].[Na+:17].[OH-:16]>>[O:3]=[C:4]([CH2:5][O:6][CH2:7][CH2:8][O:9][CH:10]([CH3:11])[N:12]=[N+:13]=[N-:14])[OH:15].